From a dataset of the Open Reaction Database (ORD), a public repository of structured organic reaction records. describe an organic reaction: reactants, conditions, products, and yield The reactants are O1C(C(=O)OC)C1C1CCCCC1 (methyl 2,3-epoxy-3-cyclohexylpropionate), tris-HCl. Procedure details: 500 ml of toluene containing 100 g of methyl 2,3-epoxy-3-cyclohexylpropionate, was added to 500 ml of a 1M tris-HCl buffer solution (pH 8.0) containing lipase (derived from hog pancreas, manufactured by Wako Pure Chemical Industries, Ltd.) in a concentration of 5 g/l, and asymmetric hydrolysis reaction was carried out at 30° C. for 48 hours at a stirring speed of 600 rpm. After the reaction, the toluene phase was separated and concentrated under reduced pressure to obtain 25.2 g of a crude produ... As a reaction SMILES: [O:1]1[CH:7]([CH:8]2[CH2:13][CH2:12][CH2:11][CH2:10][CH2:9]2)[CH:2]1[C:3]([O:5][CH3:6])=[O:4]>C1(C)C=CC=CC=1>[O:1]1[C@H:7]([CH:8]2[CH2:13][CH2:12][CH2:11][CH2:10][CH2:9]2)[C@H:2]1[C:3]([O:5][CH3:6])=[O:4]. The solvent is C1(=CC=CC=C1)C (toluene). Yields the product O1[C@H](C(=O)OC)[C@H]1C1CCCCC1 (methyl (2S,3R)-2,3-epoxy-3-cyclohexylpropionate). Run at time 48 hour. Starting materials: FC1=CC=C(NC)C=C1 (4-Fluoro-N-methylaniline), ClC=1C=C(CN2CC(OCC2)CNC(OC2=CC=C(C=C2)[N+](=O)[O-])=O)C=CC1Cl (4-Nitrophenyl [4-(3,4-dichlorobenzyl)morpholin-2-yl]methylcarbamate). Run in N1=CC=CC=C1 (pyridine). Run at temperature 110 celsius. Product: ClC=1C=C(CN2CC(OCC2)CNC(N(C)C2=CC=C(C=C2)F)=O)C=CC1Cl (N′-{[4-(3,4-Dichlorobenzyl)morpholin-2-yl]methyl}-N-(4-fluorophenyl)-N-methylurea). RXN SMILES: [F:1][C:2]1[CH:9]=[CH:8][C:5]([NH:6][CH3:7])=[CH:4][CH:3]=1.[Cl:10][C:11]1[CH:12]=[C:13]([CH:35]=[CH:36][C:37]=1[Cl:38])[CH2:14][N:15]1[CH2:20][CH2:19][O:18][CH:17]([CH2:21][NH:22][C:23](=[O:34])OC2C=CC([N+]([O-])=O)=CC=2)[CH2:16]1>N1C=CC=CC=1>[Cl:10][C:11]1[CH:12]=[C:13]([CH:35]=[CH:36][C:37]=1[Cl:38])[CH2:14][N:15]1[CH2:20][CH2:19][O:18][CH:17]([CH2:21][NH:22][C:23](=[O:34])[N:6]([C:5]2[CH:8]=[CH:9][C:2]([F:1])=[CH:3][CH:4]=2)[CH3:7])[CH2:16]1. Procedure details: 4-Fluoro-N-methylaniline (0.007 ml) was added to a solution of Intermediate 10 (0.025 g) in anhydrous pyridine (1 ml). The mixture was heated at 110° C. in a thick walled glass vial (Reactivial) for 20 h. The mixture was evaporated to remove the pyridine, and partitioned between ethyl acetate (10 ml) and saturated aqueous sodium bicarbonate solution (10 ml). The organic layer was washed with further sodium bicarbonate (10 ml×5), brine (10 ml), dried (MgSO4), concentrated in vacuo. The residue wa... Reactants: CCO, O=[N+]([O-])c1cc(Cn2ccnc2)ccc1F, NCc1cccnc1. Yields the product O=[N+]([O-])c1cc(Cn2ccnc2)ccc1NCc1cccnc1. As a reaction SMILES: [CH3:25][CH2:26][OH:27].[F:1][c:2]1[c:3]([N+:14](=[O:15])[O-:16])[cH:4][c:5]([CH2:8][n:9]2[cH:10][n:11][cH:12][cH:13]2)[cH:6][cH:7]1.[n:17]1[cH:18][c:19]([CH2:23][NH2:24])[cH:20][cH:21][cH:22]1>>[c:2]1([NH:24][CH2:23][c:19]2[cH:18][n:17][cH:22][cH:21][cH:20]2)[c:3]([N+:14](=[O:15])[O-:16])[cH:4][c:5]([CH2:8][n:9]2[cH:10][n:11][cH:12][cH:13]2)[cH:6][cH:7]1. The reactants are CCO, CSCc1c(N)c(F)c(C)c(F)c1F. Yields the product Cc1c(N)c(F)c(C)c(F)c1F. Reaction SMILES: [CH3:15][CH2:16][OH:17].[F:1][c:2]1[c:3]([NH2:4])[c:5]([CH2:12][S:13][CH3:14])[c:6]([F:11])[c:7]([F:10])[c:8]1[CH3:9]>>[F:1][c:2]1[c:3]([NH2:4])[c:5]([CH3:12])[c:6]([F:11])[c:7]([F:10])[c:8]1[CH3:9]. The reactants are COc1ccc2c(-c3ccc(Br)cc3)csc2c1, CC(=O)O. Yields the product Oc1ccc2c(-c3ccc(Br)cc3)csc2c1. RXN SMILES: [Br:1][c:2]1[cH:3][cH:4][c:5](-[c:8]2[c:9]3[c:10]([s:11][cH:12]2)[cH:13][c:14]([O:17][CH3:18])[cH:15][cH:16]3)[cH:6][cH:7]1.[CH3:19][C:20](=[O:21])[OH:22]>>[Br:1][c:2]1[cH:3][cH:4][c:5](-[c:8]2[c:9]3[c:10]([s:11][cH:12]2)[cH:13][c:14]([OH:17])[cH:15][cH:16]3)[cH:6][cH:7]1. Starting materials: C(OCC)(OCC)OCC (triethyl orthoformate), B(F)(F)F.CCOCC (Boron trifluoride etherate), C(C)(C)N(C(C)C)CC (N,N-diisopropylethylamine), C(O)([O-])=O.[Na+] (sodium hydrogencarbonate), COC(C(C)=O)(C)OC (3,3-dimethoxy-2-butanone). The solvent is ClCCl (dichloromethane), ClCCl (dichloromethane). Conditions: temperature -78 celsius, time 10 minute. Product: C(C)OC(CC(C(C)(OC)OC)=O)OCC (1,1-diethoxy-4,4-dimethoxypentan-3-one). Yield: 100.0%. Reaction SMILES: B(F)(F)F.CCOCC.[CH:10]([O:17][CH2:18][CH3:19])([O:14][CH2:15][CH3:16])OCC.[CH3:20][O:21][C:22]([O:27][CH3:28])([CH3:26])[C:23](=[O:25])[CH3:24].C(N(CC)C(C)C)(C)C.C(=O)([O-])O.[Na+]>ClCCl>[CH2:18]([O:17][CH:10]([O:14][CH2:15][CH3:16])[CH2:24][C:23](=[O:25])[C:22]([O:27][CH3:28])([O:21][CH3:20])[CH3:26])[CH3:19] |f:0.1,5.6|. Procedure: Boron trifluoride etherate (17.03 g, 120.0 mmol) was added dropwise over 15 min to a cooled (−40° C.) solution of triethyl orthoformate (14.82 g, 100.0 mmol) in dichloromethane (50 ml). Stirring was continued for 10 min then the solution was transferred to an ice-water bath and stirred at 0° C. for 20 min. The mixture was cooled to −78° C., and 3,3-dimethoxy-2-butanone (6.61 g, 50.0 mmol) added followed by dropwise addition of N,N-diisopropylethylamine (19.39 g, 150.0 mmol) over 15 min. Stirring... Reactants: CC1(c2ccc3cc(OC4CCC(C(F)(F)F)CC4)ccc3c2)COC(=O)N1, CCO, [Li+], [OH-]. Yields the product CC(N)(CO)c1ccc2cc(OC3CCC(C(F)(F)F)CC3)ccc2c1. As a reaction SMILES: [CH3:1][C:2]1([c:8]2[cH:9][c:10]3[cH:11][cH:12][c:13]([O:18][CH:19]4[CH2:20][CH2:21][CH:22]([C:25]([F:26])([F:27])[F:28])[CH2:23][CH2:24]4)[cH:14][c:15]3[cH:16][cH:17]2)[NH:3][C:4](=[O:7])[O:5][CH2:6]1.[CH3:31][CH2:32][OH:33].[Li+:29].[OH-:30]>>[CH3:1][C:2]([NH2:3])([CH2:6][OH:5])[c:8]1[cH:9][c:10]2[cH:11][cH:12][c:13]([O:18][CH:19]3[CH2:20][CH2:21][CH:22]([C:25]([F:26])([F:27])[F:28])[CH2:23][CH2:24]3)[cH:14][c:15]2[cH:16][cH:17]1. The reactants are CO, [N-]=[N+]=NCC1CCCN1C1CCC(Cc2ccc(F)cc2)CC1. Yields the product NCC1CCCN1C1CCC(Cc2ccc(F)cc2)CC1. Reaction SMILES: [CH3:24][OH:25].[N:1](=[N+:2]=[N-:3])[CH2:4][CH:5]1[N:6]([CH:10]2[CH2:11][CH2:12][CH:13]([CH2:16][c:17]3[cH:18][cH:19][c:20]([F:23])[cH:21][cH:22]3)[CH2:14][CH2:15]2)[CH2:7][CH2:8][CH2:9]1>>[NH2:1][CH2:4][CH:5]1[N:6]([CH:10]2[CH2:11][CH2:12][CH:13]([CH2:16][c:17]3[cH:18][cH:19][c:20]([F:23])[cH:21][cH:22]3)[CH2:14][CH2:15]2)[CH2:7][CH2:8][CH2:9]1. Starting materials: C(C1=CC=CC=C1)OC(CN(C)CCN(C)C(=O)OC(C)(C)C)=O ({[2-(tert-butoxycarbonyl-methyl-amino)-ethyl]-methyl-amino}-acetic acid benzyl ester), 1-A. The reagents and catalysts are [C].[Pd] (palladium-carbon). Solvent: CO (methanol). Run at time 1 hour. Product: C(C)(C)(C)OC(=O)N(CCN(C)CC(=O)O)C ({[2-(tert-butoxycarbonyl-methyl-amino)-ethyl]-methyl-amino}-acetic acid). The yield is 99.9%. Reaction SMILES: C([O:8][C:9](=[O:24])[CH2:10][N:11]([CH2:13][CH2:14][N:15]([C:17]([O:19][C:20]([CH3:23])([CH3:22])[CH3:21])=[O:18])[CH3:16])[CH3:12])C1C=CC=CC=1>CO.[C].[Pd]>[C:20]([O:19][C:17]([N:15]([CH3:16])[CH2:14][CH2:13][N:11]([CH2:10][C:9]([OH:24])=[O:8])[CH3:12])=[O:18])([CH3:23])([CH3:22])[CH3:21] |f:2.3|. Procedure details: 534.3 mg (1.59 mmol) of {[2-(tert-butoxycarbonyl-methyl-amino)-ethyl]-methyl-amino}-acetic acid benzyl ester prepared in Process 1-A was dissolved in methanol (20 mL), and then 51 mg of 5% palladium-carbon was added, and this was stirred for 1 hour under hydrogen atmosphere at room temperature. Insoluble substances were removed by filtration, and the filtrate was concentrated to give 391.1 mg (100%) of {[2-(tert-butoxycarbonyl-methyl-amino)-ethyl]-methyl-amino}-acetic acid as a colorless viscous...